This data is from the Open Reaction Database (ORD), a public repository of structured organic reaction records. The task is: describe an organic reaction: reactants, conditions, products, and yield The reactants are O=C([O-])[O-], CC(C)=O, Fc1ccc(CCl)cc1, [K+], [K+], O, COC(=O)Cc1ccc(O)cc1. The product is COC(=O)Cc1ccc(OCc2ccc(F)cc2)cc1. Reaction SMILES: [C:13](=[O:14])([O-:15])[O-:16].[CH3:29][C:30](=[O:31])[CH3:32].[F:19][c:20]1[cH:21][cH:22][c:23]([CH2:24][Cl:25])[cH:26][cH:27]1.[K+:17].[K+:18].[OH2:28].[OH:1][c:2]1[cH:3][cH:4][c:5]([CH2:8][C:9](=[O:10])[O:11][CH3:12])[cH:6][cH:7]1>>[O:1]([c:2]1[cH:3][cH:4][c:5]([CH2:8][C:9](=[O:10])[O:11][CH3:12])[cH:6][cH:7]1)[CH2:24][c:23]1[cH:22][cH:21][c:20]([F:19])[cH:27][cH:26]1. Starting materials: CCOC(C)=O, [H][H], CCN(c1ccc(C(=O)c2ccccc2)cc1[N+](=O)[O-])C1CCCCC1, c1ccccc1. Yields the product CCN(c1ccc(C(=O)c2ccccc2)cc1N)C1CCCCC1. As a reaction SMILES: [CH3:35][CH2:36][O:37][C:38](=[O:39])[CH3:40].[H:27][H:28].[N+:1]([O-:2])(=[O:3])[c:4]1[cH:5][c:6]([C:7](=[O:8])[c:9]2[cH:10][cH:11][cH:12][cH:13][cH:14]2)[cH:15][cH:16][c:17]1[N:18]([CH:19]1[CH2:20][CH2:21][CH2:22][CH2:23][CH2:24]1)[CH2:25][CH3:26].[cH:29]1[cH:30][cH:31][cH:32][cH:33][cH:34]1>>[NH2:1][c:4]1[cH:5][c:6]([C:7](=[O:8])[c:9]2[cH:10][cH:11][cH:12][cH:13][cH:14]2)[cH:15][cH:16][c:17]1[N:18]([CH:19]1[CH2:20][CH2:21][CH2:22][CH2:23][CH2:24]1)[CH2:25][CH3:26]. Reactants: C(C)(C)S(=O)(=O)Cl (isopropanesulfonyl chloride), ClC1=CC=C(C=C1)NCC=1C=NC=CC1 (3-(4-chlorophenylaminomethyl)pyridine), C([O-])([O-])=O.[K+].[K+] (potassium carbonate). The solvent is C(Cl)(Cl)Cl (chloroform), C(Cl)(Cl)Cl (chloroform). Product: ClC1=CC=C(C=C1)N(S(=O)(=O)C(C)C)CC=1C=NC=CC1 (N-(4-chlorophenyl)-N-(pyridin-3-ylmethyl)isopropanesulfonamide). RXN SMILES: [Cl:1][C:2]1[CH:7]=[CH:6][C:5]([NH:8][CH2:9][C:10]2[CH:11]=[N:12][CH:13]=[CH:14][CH:15]=2)=[CH:4][CH:3]=1.[CH:16]([S:19](Cl)(=[O:21])=[O:20])([CH3:18])[CH3:17].C(=O)([O-])[O-].[K+].[K+]>C(Cl)(Cl)Cl>[Cl:1][C:2]1[CH:3]=[CH:4][C:5]([N:8]([CH2:9][C:10]2[CH:11]=[N:12][CH:13]=[CH:14][CH:15]=2)[S:19]([CH:16]([CH3:18])[CH3:17])(=[O:21])=[O:20])=[CH:6][CH:7]=1 |f:2.3.4|. Procedure: A 3.3 g. portion of 3-(4-chlorophenylaminomethyl)pyridine was dissolved in chloroform and reacted with 2.4 g. of isopropanesulfonyl chloride in the presence of 2.3 g. of potassium carbonate for several days at ambient temperature. The reaction mixture was worked up as described in Example 4, and the oily product was dissolved in chloroform and purified over silica gel, eluting with chloroform, to obtain 0.6 g. of the desired product, the elemental analysis which was as follows. Reactants: O=c1ccccn1C(=S)n1ccccc1=O, ClCCl, Cc1ncnn1-c1ccc(N)cc1F. Yields the product Cc1ncnn1-c1ccc(N=C=S)cc1F. As a reaction SMILES: [C:15](=[S:16])([n:17]1[cH:18][cH:19][cH:20][cH:21][c:22]1=[O:23])[n:24]1[cH:25][cH:26][cH:27][cH:28][c:29]1=[O:30].[Cl:31][CH2:32][Cl:33].[F:1][c:2]1[cH:3][c:4]([NH2:5])[cH:6][cH:7][c:8]1-[n:9]1[n:10][cH:11][n:12][c:13]1[CH3:14]>>[F:1][c:2]1[cH:3][c:4]([N:5]=[C:15]=[S:16])[cH:6][cH:7][c:8]1-[n:9]1[n:10][cH:11][n:12][c:13]1[CH3:14]. The reactants are Cl (hydrogen chloride), ClC1=CC=C(C=N1)[C@H](CN(C(OC(C)(C)C)=O)CCC1=CC=C(C=C1)C1=CC(=C(C=C1)C(=O)NS(=O)(=O)C)CC(C)C)O (tert-butyl [(2R)-2-(6-chloro-3-pyridyl)-2-hydroxyethyl][2-[3′-isobutyl-4′-[[(methylsulfonyl)amino]-carbonyl]-4-biphenylyl]ethyl]carbamate), C(=O)[O-].[NH4+] (ammonium formate). Reagents/catalysts: [Pd] (palladium on carbon). Run in C(C)(=O)OCC (ethyl acetate), C(C)(=O)OCC (ethyl acetate), CO (methanol), O (water). Reaction conditions: time 16 hour. Product: Cl.Cl.O[C@@H](CNCCC1=CC=C(C=C1)C1=CC(=C(C=C1)C(=O)NS(=O)(=O)C)CC(C)C)C=1C=NC=CC1 (4′-[2-[[(2R)-2-hydroxy-2-(3-pyridyl)ethyl]amino]-ethyl]-3-isobutyl-N-(methylsulfonyl)-4-biphenylcarboxamide dihydrochloride). Reaction SMILES: [Cl:1][C:2]1[N:7]=[CH:6][C:5]([C@@H:8]([OH:43])[CH2:9][N:10]([CH2:18][CH2:19][C:20]2[CH:25]=[CH:24][C:23]([C:26]3[CH:31]=[CH:30][C:29]([C:32]([NH:34][S:35]([CH3:38])(=[O:37])=[O:36])=[O:33])=[C:28]([CH2:39][CH:40]([CH3:42])[CH3:41])[CH:27]=3)=[CH:22][CH:21]=2)C(=O)OC(C)(C)C)=[CH:4][CH:3]=1.C([O-])=O.[NH4+].[ClH:48]>[Pd].CO.O.C(OCC)(=O)C>[ClH:1].[ClH:48].[OH:43][C@H:8]([C:5]1[CH:6]=[N:7][CH:2]=[CH:3][CH:4]=1)[CH2:9][NH:10][CH2:18][CH2:19][C:20]1[CH:21]=[CH:22][C:23]([C:26]2[CH:31]=[CH:30][C:29]([C:32]([NH:34][S:35]([CH3:38])(=[O:36])=[O:37])=[O:33])=[C:28]([CH2:39][CH:40]([CH3:42])[CH3:41])[CH:27]=2)=[CH:24][CH:25]=1 |f:1.2,8.9.10|. Reported procedure: The mixture of tert-butyl [(2R)-2-(6-chloro-3-pyridyl)-2-hydroxyethyl][2-[3′-isobutyl-4′-[[(methylsulfonyl)amino]-carbonyl]-4-biphenylyl]ethyl]carbamate (310 mg), ammonium formate (155 mg) and palladium on carbon powder (155 mg) in methanol (5 ml) and water (0.5 ml) was refluxed for 30 minutes. The catalyst was filtered off, and the filtrate was poured into water and extracted with chloroform-methanol (19:1). The organic layer was washed with brine, dried over magnesium sulfate, and evaporated t... Reactants: CCO, [H][H], [N-]=[N+]=NCC1CN(Cc2ccccc2)CC1F, O=[Pt]. Product: NCC1CN(Cc2ccccc2)CC1F. RXN SMILES: [CH3:20][CH2:21][OH:22].[H:18][H:19].[N:1](=[N+:2]=[N-:3])[CH2:4][CH:5]1[CH2:6][N:7]([CH2:11][c:12]2[cH:13][cH:14][cH:15][cH:16][cH:17]2)[CH2:8][CH:9]1[F:10].[Pt:23]=[O:24]>>[NH2:1][CH2:4][CH:5]1[CH2:6][N:7]([CH2:11][c:12]2[cH:13][cH:14][cH:15][cH:16][cH:17]2)[CH2:8][CH:9]1[F:10].